This data is from the Open Reaction Database (ORD), a public repository of structured organic reaction records. The task is: describe an organic reaction: reactants, conditions, products, and yield The reactants are CC(=O)O, COC(=O)c1ccc2nc(C)n(Cc3ccc(-c4cccs4)cc3Cl)c2n1, O=C1CCC(=O)N1Cl, ClCCl. Yields the product COC(=O)c1ccc2nc(C)n(Cc3ccc(-c4ccc(Cl)s4)cc3Cl)c2n1. RXN SMILES: [CH3:39][C:40](=[O:41])[OH:42].[Cl:1][c:2]1[c:3]([CH2:4][n:5]2[c:6]([CH3:18])[n:7][c:8]3[c:9]2[n:10][c:11]([C:14](=[O:15])[O:16][CH3:17])[cH:12][cH:13]3)[cH:19][cH:20][c:21](-[c:23]2[s:24][cH:25][cH:26][cH:27]2)[cH:22]1.[Cl:28][N:29]1[C:30](=[O:31])[CH2:32][CH2:33][C:34]1=[O:35].[Cl:36][CH2:37][Cl:38]>>[Cl:1][c:2]1[c:3]([CH2:4][n:5]2[c:6]([CH3:18])[n:7][c:8]3[c:9]2[n:10][c:11]([C:14](=[O:15])[O:16][CH3:17])[cH:12][cH:13]3)[cH:19][cH:20][c:21](-[c:23]2[s:24][c:25]([Cl:28])[cH:26][cH:27]2)[cH:22]1.